This data is from the Open Reaction Database (ORD), a public repository of structured organic reaction records. The task is: describe an organic reaction: reactants, conditions, products, and yield The reactants are C(C1=CC=CC=C1)N1C(=CC2=C1C=C(C=1N2C(=NN1)C)Cl)C (6-benzyl-4-chloro-1,7-dimethyl-6H-pyrrolo[2,3-e][1,2,4]triazolo[4,3-a]pyridine), C[O-].[Na+] (NaOMe), CO (MeOH). Run at temperature 150 celsius. The product is C(C1=CC=CC=C1)N1C(=CC2=C1C=C(C=1N2C(=NN1)C)OC)C (6-Benzyl-4-methoxy-1,7-dimethyl-6H-pyrrolo[2,3-e][1,2,4]triazolo[4,3-a]pyridine). As a reaction SMILES: [CH2:1]([N:8]1[C:12]2[CH:13]=[C:14](Cl)[C:15]3[N:16]([C:17]([CH3:20])=[N:18][N:19]=3)[C:11]=2[CH:10]=[C:9]1[CH3:22])[C:2]1[CH:7]=[CH:6][CH:5]=[CH:4][CH:3]=1.[CH3:23][O-:24].[Na+].CO>>[CH2:1]([N:8]1[C:12]2[CH:13]=[C:14]([O:24][CH3:23])[C:15]3[N:16]([C:17]([CH3:20])=[N:18][N:19]=3)[C:11]=2[CH:10]=[C:9]1[CH3:22])[C:2]1[CH:7]=[CH:6][CH:5]=[CH:4][CH:3]=1 |f:1.2|. Procedure details: A suspension of 6-benzyl-4-chloro-1,7-dimethyl-6H-pyrrolo[2,3-e][1,2,4]triazolo[4,3-a]pyridine (10.0 mg, 0.0322 mmol, from Example 228, Step 7) in 25 wt % solution of NaOMe in MeOH (1.3 mL, 5.6 mmol, Aldrich) was heated at 150° C. in the microwave for 3 hours. The reaction was purified by preparative HPLC-MS (Waters XBridge C18, eluting with a gradient of MeCN/H2O containing 0.15% NH4OH). Yield: (0.7 mg, 7%). Starting materials: C1(CCCCC1)CCC[C@H](CC(=O)OC(C)(C)C)C1=NC(=NO1)CO (tert-butyl (3R)-6-cyclohexyl-3-[3-(hydroxymethyl)-1,2,4-oxadiazol-5-yl]hexanoate), BrCC(=O)OCC (Ethyl bromoacetate), [H-].[Na+] (sodium hydride), oil. Solvent: O1CCCC1 (tetrahydrofuran), C(C)(=O)OCC (ethyl acetate), O1CCCC1 (tetrahydrofuran). Run at temperature 0 celsius, time 1 hour. The product is C1(CCCCC1)CCC[C@H](CC(=O)OC(C)(C)C)C1=NC(=NO1)COCC(=O)OCC (tert-Butyl (3R)-6-cyclohexyl-3-{3-[(2-ethoxy-2-oxoethoxy)methyl]-1,2,4-oxadiazol-5-yl}hexanoate). Isolated yield 63.8%. Reaction SMILES: [H-].[Na+].[CH:3]1([CH2:9][CH2:10][CH2:11][C@@H:12]([C:21]2[O:25][N:24]=[C:23]([CH2:26][OH:27])[N:22]=2)[CH2:13][C:14]([O:16][C:17]([CH3:20])([CH3:19])[CH3:18])=[O:15])[CH2:8][CH2:7][CH2:6][CH2:5][CH2:4]1.Br[CH2:29][C:30]([O:32][CH2:33][CH3:34])=[O:31]>O1CCCC1.C(OCC)(=O)C>[CH:3]1([CH2:9][CH2:10][CH2:11][C@@H:12]([C:21]2[O:25][N:24]=[C:23]([CH2:26][O:27][CH2:29][C:30]([O:32][CH2:33][CH3:34])=[O:31])[N:22]=2)[CH2:13][C:14]([O:16][C:17]([CH3:20])([CH3:19])[CH3:18])=[O:15])[CH2:4][CH2:5][CH2:6][CH2:7][CH2:8]1 |f:0.1|. Procedure details: A suspension of sodium hydride 60% suspension in mineral oil (13 mg, 0.33 mmol) in anhydrous tetrahydrofuran (1 ml) was cooled to 0° C. and treated with a solution of tert-butyl (3R)-6-cyclohexyl-3-[3-(hydroxymethyl)-1,2,4-oxadiazol-5-yl]hexanoate (Preparation 85) (105 mg, 0.30 mmol) in anhydrous tetrahydrofuran (1 ml) and stirred under a nitrogen atmosphere for 1 hour. Ethyl bromoacetate (37 μl, 0.33 mmol) was added and the mixture was stirred for 18 hours, being allowed to warm to room tempera... Isolated yield 81.0%. Starting materials: C(C(C)C)N([C@@H](CCCCN)C(=O)O)S(=O)(=O)C1=CC=C(C=C1)[N+](=O)[O-] (Nα-isobutyl-Nα-(4-nitrobenzenesulfonyl)-L-lysine), C(CCC1=CC=CC=C1)(=O)O (dihydrocinnamic acid). Procedure: Nα-isobutyl-Nα-(4-nitrobenzenesulfonyl)-L-lysine was reacted with dihydrocinnamic acid under the conditions described in example 86 to yield 81% of the desired product. The product is C(C(C)C)N([C@@H](CCCCNC(CCC1=CC=CC=C1)=O)C(=O)O)S(=O)(=O)C1=CC=C(C=C1)[N+](=O)[O-] (Nα-Isobutyl-Nα-(4-nitrobenzenesulfonyl)-Nε-dihydrocinnamoyl-L-lysine). As a reaction SMILES: [CH2:1]([N:5]([S:15]([C:18]1[CH:23]=[CH:22][C:21]([N+:24]([O-:26])=[O:25])=[CH:20][CH:19]=1)(=[O:17])=[O:16])[C@H:6]([C:12]([OH:14])=[O:13])[CH2:7][CH2:8][CH2:9][CH2:10][NH2:11])[CH:2]([CH3:4])[CH3:3].[C:27](O)(=[O:36])[CH2:28][CH2:29][C:30]1[CH:35]=[CH:34][CH:33]=[CH:32][CH:31]=1>>[CH2:1]([N:5]([S:15]([C:18]1[CH:23]=[CH:22][C:21]([N+:24]([O-:26])=[O:25])=[CH:20][CH:19]=1)(=[O:17])=[O:16])[C@H:6]([C:12]([OH:14])=[O:13])[CH2:7][CH2:8][CH2:9][CH2:10][NH:11][C:27](=[O:36])[CH2:28][CH2:29][C:30]1[CH:35]=[CH:34][CH:33]=[CH:32][CH:31]=1)[CH:2]([CH3:4])[CH3:3]. The reactants are OC(CNC(CCCCCCC\C=C/CCCCCCCC)=O)CO (cis-9-Octadecenoic acid 2,3-dihydroxypropylamide), C1(=CC=CC=C1)C(C1=CC=CC=C1)(C1=CC=CC=C1)Cl (triphenylmethyl chloride). Solvent: ClCCl.N1=CC=CC=C1 (dichloromethane pyridine). Run at time 48 hour. The product is OC(CNC(CCCCCCC\C=C/CCCCCCCC)=O)COC(C1=CC=CC=C1)(C1=CC=CC=C1)C1=CC=CC=C1 (cis-9-Octadecenoic acid 2-hydroxy-3-triphenylmethoxypropylamide). Isolated yield 81.0%. Reaction SMILES: [OH:1][CH:2]([CH2:24][OH:25])[CH2:3][NH:4][C:5](=[O:23])[CH2:6][CH2:7][CH2:8][CH2:9][CH2:10][CH2:11][CH2:12]/[CH:13]=[CH:14]\[CH2:15][CH2:16][CH2:17][CH2:18][CH2:19][CH2:20][CH2:21][CH3:22].[C:26]1([C:32](Cl)([C:39]2[CH:44]=[CH:43][CH:42]=[CH:41][CH:40]=2)[C:33]2[CH:38]=[CH:37][CH:36]=[CH:35][CH:34]=2)[CH:31]=[CH:30][CH:29]=[CH:28][CH:27]=1>ClCCl.N1C=CC=CC=1>[OH:1][CH:2]([CH2:24][O:25][C:32]([C:26]1[CH:31]=[CH:30][CH:29]=[CH:28][CH:27]=1)([C:39]1[CH:40]=[CH:41][CH:42]=[CH:43][CH:44]=1)[C:33]1[CH:34]=[CH:35][CH:36]=[CH:37][CH:38]=1)[CH2:3][NH:4][C:5](=[O:23])[CH2:6][CH2:7][CH2:8][CH2:9][CH2:10][CH2:11][CH2:12]/[CH:13]=[CH:14]\[CH2:15][CH2:16][CH2:17][CH2:18][CH2:19][CH2:20][CH2:21][CH3:22] |f:2.3|. Procedure details: A solution of 9 (28 mmol) in 80 ml of dichloromethane/pyridine (1:1) is added dropwise with triphenylmethyl chloride (36 mmol) and stirred at room temperature for 48 hours. The solvent is removed, and the residue is added twice with 50 ml of toluene and concentrated. The residue is diluted with 100 ml of H2O and extracted three times with 50 ml of dichloromethane. The combined organic phases are washed with 50 ml of cold 5% HCl and 50 ml of saturated NaCl solution, dried over MgSO4, filtrated an... Reactants: NCCCC1=NC2=CC=C(C(=C2C=C1)NC(CC1CCCCC1)=O)Cl (N-[2-(3-aminopropyl)-6-chloro-5-quinolinyl]-cyclohexaneacetamide), C(CCC)=O (butanal), C(C)(=O)O[BH-](OC(C)=O)OC(C)=O.[Na+] (sodium triacetoxyborohydride). The reagents and catalysts are C(C)(=O)O (acetic acid). Solvent: O1CCCC1 (tetrahydrofuran). Conditions: temperature 100 celsius, time 12 hour. Product: Cl.Cl.C(CCC)NCCCC1=NC2=CC=C(C(=C2C=C1)NC(CC1CCCCC1)=O)Cl (N-[2-[3-(Butylamino)propyl]-6-chloro-5-quinolinyl]-cyclohexaneacetamide Dihydrochloride). As a reaction SMILES: [NH2:1][CH2:2][CH2:3][CH2:4][C:5]1[CH:14]=[CH:13][C:12]2[C:7](=[CH:8][CH:9]=[C:10]([Cl:25])[C:11]=2[NH:15][C:16](=[O:24])[CH2:17][CH:18]2[CH2:23][CH2:22][CH2:21][CH2:20][CH2:19]2)[N:6]=1.[CH:26](=O)[CH2:27][CH2:28][CH3:29].C(O[BH-](OC(=O)C)OC(=O)C)(=O)C.[Na+]>C(O)(=O)C.O1CCCC1>[ClH:25].[ClH:25].[CH2:26]([NH:1][CH2:2][CH2:3][CH2:4][C:5]1[CH:14]=[CH:13][C:12]2[C:7](=[CH:8][CH:9]=[C:10]([Cl:25])[C:11]=2[NH:15][C:16](=[O:24])[CH2:17][CH:18]2[CH2:23][CH2:22][CH2:21][CH2:20][CH2:19]2)[N:6]=1)[CH2:27][CH2:28][CH3:29] |f:2.3,6.7.8|. Procedure: A solution of N-[2-(3-aminopropyl)-6-chloro-5-quinolinyl]-cyclohexaneacetamide (0.2 g) (Example 23), acetic acid (1 drop) and butanal (0.074 mL) in tetrahydrofuran was placed in a 10 mL vial and heated at 100° C. for 30 minutes within a microwave. Once the reaction had cooled to room temperature sodium triacetoxyborohydride (0.236 g) was added and the mixture stirred for 12 hours. The solvent was removed and the residue taken up in dimethylsulfoxide (3 mL). The residue was purified by HPLC (Wate... Reactants: C1=CC=C(C(=O)C=C1)O (Tropolone), O.O.O.O.O.O.[Ni](Cl)Cl (nickel chloride hexahydrate). Yields the product C1=CC=C(C(=O)C=C1)O.[Ni] (Tropolone nickel). As a reaction SMILES: [CH:1]1[CH:8]=[CH:7][C:5](=[O:6])[C:4]([OH:9])=[CH:3][CH:2]=1.O.O.O.O.O.O.[Ni:16](Cl)Cl>>[CH:1]1[CH:8]=[CH:7][C:5](=[O:6])[C:4]([OH:9])=[CH:3][CH:2]=1.[Ni:16] |f:1.2.3.4.5.6.7,8.9|. Procedure details: Tropolone (244 mg) is treated with nickel chloride hexahydrate (237 mg) in the same manner as that in the case of cobalt complex to give 287 mg of tropolone nickel complex as light green needles.